This data is from the Open Reaction Database (ORD), a public repository of structured organic reaction records. The task is: describe an organic reaction: reactants, conditions, products, and yield Reactants: [N+](=O)([O-])C=1C=C(C=CC1)S(=O)(=O)OC[C@@H]1OC1 ((R)-oxiran-2-ylmethyl 3-nitrobenzenesulfonate), C([O-])([O-])=O.[K+].[K+] (Potassium carbonate), [F-].[Cs+] (cesium fluoride), C1(CC1)NC(C1=CC(=C(C=C1)C)N1C(C(=NC=C1)NC1(CC1)C1=C(C=CC=C1)O)=O)=O (N-cyclopropyl-3-(3-(1-(2-hydroxyphenyl)cyclopropylamino)-2-oxopyrazin-1(2H)-yl)-4-methylbenzamide). Solvent: CN(C)C=O (DMF). Run at time 3 day. Yields the product C1(CC1)NC(C1=CC(=C(C=C1)C)N1C(C(=NC=C1)NC1(CC1)C1=C(C=CC=C1)OC[C@@H]1OC1)=O)=O (N-Cyclopropyl-4-methyl-3-{3-[(1-{2-[(2R)-oxiran-2-ylmethoxy]phenyl}cyclopropyl)amino]-2-oxopyrazin-1(2H)-yl}benzamide). RXN SMILES: C(=O)([O-])[O-].[K+].[K+].[F-].[Cs+].[CH:9]1([NH:12][C:13](=[O:39])[C:14]2[CH:19]=[CH:18][C:17]([CH3:20])=[C:16]([N:21]3[CH:26]=[CH:25][N:24]=[C:23]([NH:27][C:28]4([C:31]5[CH:36]=[CH:35][CH:34]=[CH:33][C:32]=5[OH:37])[CH2:30][CH2:29]4)[C:22]3=[O:38])[CH:15]=2)[CH2:11][CH2:10]1.[N+](C1C=C(S(O[CH2:53][C@H:54]2[CH2:56][O:55]2)(=O)=O)C=CC=1)([O-])=O>CN(C=O)C>[CH:9]1([NH:12][C:13](=[O:39])[C:14]2[CH:19]=[CH:18][C:17]([CH3:20])=[C:16]([N:21]3[CH:26]=[CH:25][N:24]=[C:23]([NH:27][C:28]4([C:31]5[CH:36]=[CH:35][CH:34]=[CH:33][C:32]=5[O:37][CH2:53][C@H:54]5[CH2:56][O:55]5)[CH2:30][CH2:29]4)[C:22]3=[O:38])[CH:15]=2)[CH2:11][CH2:10]1 |f:0.1.2,3.4|. Reported procedure: Potassium carbonate (216 mg) and cesium fluoride (36.5 mg) were added to N-cyclopropyl-3-(3-(1-(2-hydroxyphenyl)cyclopropylamino)-2-oxopyrazin-1(2H)-yl)-4-methylbenzamide (Example 167d, 500 mg) in DMF (9 mL) and stirred for 1 h. (R)-oxiran-2-ylmethyl 3-nitrobenzenesulfonate (311 mg) was added and the reaction stirred for 3 days. The reaction mixture was used without isolation/purification. Yields the product N1(CCOCC1)CCOC1=CC=C(C=C1)CC(=O)OC (methyl 4-[2-(4-morpholinyl)ethoxy]phenylacetate). Run at time 0.5 hour. As a reaction SMILES: [H-].[Na+].[OH:3][C:4]1[CH:9]=[CH:8][C:7]([CH2:10][C:11]([O:13][CH3:14])=[O:12])=[CH:6][CH:5]=1.Cl.Cl[CH2:17][CH2:18][N:19]1[CH2:24][CH2:23][O:22][CH2:21][CH2:20]1>CN(C=O)C>[N:19]1([CH2:18][CH2:17][O:3][C:4]2[CH:5]=[CH:6][C:7]([CH2:10][C:11]([O:13][CH3:14])=[O:12])=[CH:8][CH:9]=2)[CH2:24][CH2:23][O:22][CH2:21][CH2:20]1 |f:0.1,3.4|. Isolated yield 69.2%. Procedure details: 97% NaH (3.56 g, 0.14 mol) was suspended in DMF (100 ml) and methyl 4-hydroxyphenylacetate (10 g, 0.06 mol) was added. The reaction mixture was stirred for 0.5 hours, then N-(2-chloroethyl)morpholine hydrochloride (11.2 g) was added and the reaction mixture was stirred at room temperature for about 2 days, and then was heated on a steam bath for 2 hours. The reaction mixture was cooled, filtered and the filtrate was stripped. The residue was partitioned between water and ether, the layers were s... The reactants are [H-].[Na+] (NaH), OC1=CC=C(C=C1)CC(=O)OC (methyl 4-hydroxyphenylacetate), Cl.ClCCN1CCOCC1 (N-(2-chloroethyl)morpholine hydrochloride). Solvent: CN(C)C=O (DMF). The reactants are C(C)C=1C=NN(C1C=1C=C(SC1)C(=O)OC)C (methyl 4-(4-ethyl-1-methyl-1H-pyrazol-5-yl)-2-thiophenecarboxylate), [OH-].[Na+] (NaOH). Run in O1CCCC1 (Tetrahydrofuran). Reaction conditions: temperature 70 celsius, time 8 hour. Product: C(C)C=1C=NN(C1C=1C=C(SC1)C(=O)O)C (4-(4-ethyl-1-methyl-1H-pyrazol-5-yl)-2-thiophenecarboxylic acid). The yield is 99.5%. As a reaction SMILES: [CH2:1]([C:3]1[CH:4]=[N:5][N:6]([CH3:17])[C:7]=1[C:8]1[CH:9]=[C:10]([C:13]([O:15]C)=[O:14])[S:11][CH:12]=1)[CH3:2].[OH-].[Na+]>O1CCCC1>[CH2:1]([C:3]1[CH:4]=[N:5][N:6]([CH3:17])[C:7]=1[C:8]1[CH:9]=[C:10]([C:13]([OH:15])=[O:14])[S:11][CH:12]=1)[CH3:2] |f:1.2|. Procedure: To a 100 mL round-bottomed flask was added methyl 4-(4-ethyl-1-methyl-1H-pyrazol-5-yl)-2-thiophenecarboxylate (192 mg, 0.77 mmol) in Tetrahydrofuran (THF) (4 mL). 6N NaOH (4 mL, 24.0 mmol) was added slowly, the reaction stirred at 70° C. overnight. The reaction was cooled to room temperature, partitioned between CHCl3 and H2O and the pH of the aqueous layer adjusted to pH ˜3 by the addition of 6N HCl. The layers were separated, the organic layer dried with Na2SO4 and solvent removed affording th... The reactants are C(C)OC(C=CC1=CC=C(C=C1)N1CCCCCC1)=O (3-(4-azepan-1-yl-phenyl)-acrylic acid ethyl ester). The reagents and catalysts are [Pd] (palladium). Run in C(C)O (ethanol). The product is C(C)OC(CCC1=CC=C(C=C1)N1CCCCCC1)=O (3-(4-Azepan-1-yl-phenyl)-propionic acid ethyl ester). As a reaction SMILES: [CH2:1]([O:3][C:4](=[O:20])[CH:5]=[CH:6][C:7]1[CH:12]=[CH:11][C:10]([N:13]2[CH2:19][CH2:18][CH2:17][CH2:16][CH2:15][CH2:14]2)=[CH:9][CH:8]=1)[CH3:2]>C(O)C.[Pd]>[CH2:1]([O:3][C:4](=[O:20])[CH2:5][CH2:6][C:7]1[CH:12]=[CH:11][C:10]([N:13]2[CH2:19][CH2:18][CH2:17][CH2:16][CH2:15][CH2:14]2)=[CH:9][CH:8]=1)[CH3:2]. Procedure details: A solution of 3-(4-azepan-1-yl-phenyl)-acrylic acid ethyl ester (1.0 g, 3.65 mmol) in ethanol (20 Ml) was hydrogenated at 55 psi over 10% palladium (0.1 g) for 18 hours. The catalyst was removed by filtration, and the solvent was evaporated in vacuo. The crude product was purified by flash silica gel chromatography, using 5% ethyl acetate in hexane as the eluant, to give the product, 1.0 g (99%), a color less oil. MS: m/z 276 (MH+). 1H NMR (CDCl3): 1.24 (t, 3 H), 1.48-1.61 (m, 4 H), 1.76 (m, 4 H... Starting materials: CN(CC(=O)O)C (N,N-dimethylglycine), CNO (N-methylhydroxylamine). Solvent: C(Cl)(Cl)Cl (chloroform). Yields the product CN(O)C(CN(C)C)=O (N-methyl-α-dimethylaminoacetohydroxamic acid). Isolated yield 25.6%. Reaction SMILES: [CH3:1][N:2]([CH3:7])[CH2:3][C:4](O)=[O:5].[CH3:8][NH:9][OH:10]>C(Cl)(Cl)Cl>[CH3:8][N:9]([C:4](=[O:5])[CH2:3][N:2]([CH3:7])[CH3:1])[OH:10]. Reported procedure: To the solution of 131 g of sodium hydroxide dissolved in 400 ml of water, 400 ml of an aqueous solution containing 273 g of N-methylhydroxylamine hydrochloride was added, with ice-cooling. Subsequently, 384 g of N,N-dimethylglycine methyl ester was added thereto. The resultant reaction mixture was stirred at room temperature for 3 days. The results of gas chromatography demonstrated a rate of residual raw materials: 2.3%, a rate of formation of N-methyl-α-dimethylaminoacetohydroxamic acid: 51.5... Starting materials: COc1nc(N)ncc1-c1ccc(NC(C)(C)C)c([N+](=O)[O-])c1, CO, O=C[O-], [NH4+], [Zn]. Yields the product COc1nc(N)ncc1-c1ccc(NC(C)(C)C)c(N)c1. As a reaction SMILES: [C:1]([CH3:2])([CH3:3])([CH3:4])[NH:5][c:6]1[c:7]([N+:21]([O-:22])=[O:23])[cH:8][c:9](-[c:12]2[c:13]([O:19][CH3:20])[n:14][c:15]([NH2:18])[n:16][cH:17]2)[cH:10][cH:11]1.[CH3:28][OH:29].[CH:24]([O-:25])=[O:26].[NH4+:27].[Zn:30]>>[C:1]([CH3:2])([CH3:3])([CH3:4])[NH:5][c:6]1[c:7]([NH2:21])[cH:8][c:9](-[c:12]2[c:13]([O:19][CH3:20])[n:14][c:15]([NH2:18])[n:16][cH:17]2)[cH:10][cH:11]1. Starting materials: CN(C(=O)OC(C)(C)C)C(C#N)CCC(C)(C)COC1CCCCO1, CO, NO. Yields the product CN(C(=O)OC(C)(C)C)C(CCC(C)(C)COC1CCCCO1)C(N)=NO. Reaction SMILES: [C:1](#[N:2])[CH:3]([CH2:4][CH2:5][C:6]([CH2:7][O:8][CH:9]1[O:10][CH2:11][CH2:12][CH2:13][CH2:14]1)([CH3:15])[CH3:16])[N:17]([C:18]([O:19][C:20]([CH3:21])([CH3:22])[CH3:23])=[O:24])[CH3:25].[CH3:28][OH:29].[NH2:26][OH:27]>>[C:1]([NH2:2])([CH:3]([CH2:4][CH2:5][C:6]([CH2:7][O:8][CH:9]1[O:10][CH2:11][CH2:12][CH2:13][CH2:14]1)([CH3:15])[CH3:16])[N:17]([C:18]([O:19][C:20]([CH3:21])([CH3:22])[CH3:23])=[O:24])[CH3:25])=[N:26][OH:27].